From a dataset of the Open Reaction Database (ORD), a public repository of structured organic reaction records. describe an organic reaction: reactants, conditions, products, and yield Starting materials: O=[N+]([O-])c1cnc2cc(OCc3ccccc3)ccc2c1NCC1CCOCC1, CC#N, [H][H]. Product: Nc1cnc2cc(OCc3ccccc3)ccc2c1NCC1CCOCC1. As a reaction SMILES: [CH2:1]([c:2]1[cH:3][cH:4][cH:5][cH:6][cH:7]1)[O:8][c:9]1[cH:10][cH:11][c:12]2[c:13]([NH:22][CH2:23][CH:24]3[CH2:25][CH2:26][O:27][CH2:28][CH2:29]3)[c:14]([N+:19]([O-:20])=[O:21])[cH:15][n:16][c:17]2[cH:18]1.[CH3:32][C:33]#[N:34].[H:30][H:31]>>[CH2:1]([c:2]1[cH:3][cH:4][cH:5][cH:6][cH:7]1)[O:8][c:9]1[cH:10][cH:11][c:12]2[c:13]([NH:22][CH2:23][CH:24]3[CH2:25][CH2:26][O:27][CH2:28][CH2:29]3)[c:14]([NH2:19])[cH:15][n:16][c:17]2[cH:18]1. Reactants: CC(C)=O, COc1ccc(C2(C#Cc3ccccn3)CCC3(CC2)OCCO3)cc1OC1CCCC1, O, Cc1ccc(S(=O)(=O)[O-])cc1, c1cc[nH+]cc1. The product is COc1ccc(C2(C#Cc3ccccn3)CCC(=O)CC2)cc1OC1CCCC1. Reaction SMILES: [CH3:50][C:51](=[O:52])[CH3:53].[CH:1]1([O:6][c:7]2[cH:8][c:9]([C:15]3([C:25]#[C:26][c:27]4[n:28][cH:29][cH:30][cH:31][cH:32]4)[CH2:16][CH2:17][C:18]4([CH2:19][CH2:20]3)[O:21][CH2:24][CH2:23][O:22]4)[cH:10][cH:11][c:12]2[O:13][CH3:14])[CH2:2][CH2:3][CH2:4][CH2:5]1.[OH2:54].[c:33]1([CH3:34])[cH:35][cH:36][c:37]([S:38]([O-:39])(=[O:40])=[O:41])[cH:42][cH:43]1.[nH+:44]1[cH:45][cH:46][cH:47][cH:48][cH:49]1>>[CH:1]1([O:6][c:7]2[cH:8][c:9]([C:15]3([C:25]#[C:26][c:27]4[n:28][cH:29][cH:30][cH:31][cH:32]4)[CH2:16][CH2:17][C:18](=[O:21])[CH2:19][CH2:20]3)[cH:10][cH:11][c:12]2[O:13][CH3:14])[CH2:2][CH2:3][CH2:4][CH2:5]1. Starting materials: [OH-].[Na+] (NaOH), N1=CC=C(C=C1)C=O (pyridine-4-carboxaldehyde), C(CO)O (ethylene glycol), C1(=CC=C(C=C1)S(=O)(=O)O)C (p-toluene sulfonic acid). The solvent is C1=CC=CC=C1 (benzene), C1=CC=CC=C1 (benzene). Yields the product O1C(OCC1)C1=CC=NC=C1 (4-(1,3 dioxolan-2-yl) pyridine). RXN SMILES: [N:1]1[CH:6]=[CH:5][C:4]([CH:7]=[O:8])=[CH:3][CH:2]=1.[CH2:9](O)[CH2:10][OH:11].C1(C)C=CC(S(O)(=O)=O)=CC=1.[OH-].[Na+]>C1C=CC=CC=1>[O:8]1[CH2:9][CH2:10][O:11][CH:7]1[C:4]1[CH:5]=[CH:6][N:1]=[CH:2][CH:3]=1 |f:3.4|. Procedure details: A stirred solution of pyridine-4-carboxaldehyde (8.7 ml, 90 mmol), ethylene glycol (10 ml, 180 mmol) and p-toluene sulfonic acid (18.8 g, 99 mmol) in benzene (70 ml) was refluxed overnight. A Dean-Stark apparatus was used to remove water azeotropically from the reaction. After ˜15 h the mixture was cooled, then made basic with aq. NaOH (20% w/v, ˜30 ml). The benzene layer was isolated and the aqueous layer was washed with dichloromethane until no more product came out (˜5×60 ml). The combined or... Reactants: N1(C=NC=C1)C1=CC=C(C=C1)N(C(=O)C1C(CCCC1)C(=O)O)CCC (2-[[[4-(1H-imidazol-1-yl)phenyl](propyl)amino]carbonyl]cyclohexanecarboxylic acid), S(=O)(Cl)Cl (thionyl chloride). Product: N1(C=NC=C1)C1=CC=C(C=C1)N(C(=O)C1C(CCCC1)C(=O)Cl)CCC (2-[[[4-(1H-Imidazol-1-yl)phenyl](propyl)amino]carbonyl]-cyclohexane carbonyl chloride). RXN SMILES: [N:1]1([C:6]2[CH:11]=[CH:10][C:9]([N:12]([CH2:24][CH2:25][CH3:26])[C:13]([CH:15]3[CH2:20][CH2:19][CH2:18][CH2:17][CH:16]3[C:21](O)=[O:22])=[O:14])=[CH:8][CH:7]=2)[CH:5]=[CH:4][N:3]=[CH:2]1.S(Cl)([Cl:29])=O>>[N:1]1([C:6]2[CH:11]=[CH:10][C:9]([N:12]([CH2:24][CH2:25][CH3:26])[C:13]([CH:15]3[CH2:20][CH2:19][CH2:18][CH2:17][CH:16]3[C:21]([Cl:29])=[O:22])=[O:14])=[CH:8][CH:7]=2)[CH:5]=[CH:4][N:3]=[CH:2]1. Reported procedure: In a manner similar to Preparation 15, react 2-[[[4-(1H-imidazol-1-yl)phenyl](propyl)amino]carbonyl]cyclohexanecarboxylic acid with thionyl chloride to obtain the title compound. Starting materials: CC(C)(C)OC(=O)NCCCCCC(=O)O, CN(C)C=O, CCn1c2ccccc2c2cc(N)ccc21, O. The product is CCn1c2ccccc2c2cc(NC(=O)CCCCCNC(=O)OC(C)(C)C)ccc21. Reaction SMILES: [C:1](=[O:2])([O:3][C:4]([CH3:5])([CH3:6])[CH3:7])[NH:8][CH2:9][CH2:10][CH2:11][CH2:12][CH2:13][C:14](=[O:15])[OH:16].[CH3:34][N:35]([CH3:36])[CH:37]=[O:38].[NH2:17][c:18]1[cH:19][cH:20][c:21]2[n:22]([CH2:31][CH3:32])[c:23]3[cH:24][cH:25][cH:26][cH:27][c:28]3[c:29]2[cH:30]1.[OH2:33]>>[C:1](=[O:2])([O:3][C:4]([CH3:5])([CH3:6])[CH3:7])[NH:8][CH2:9][CH2:10][CH2:11][CH2:12][CH2:13][C:14](=[O:16])[NH:17][c:18]1[cH:19][cH:20][c:21]2[n:22]([CH2:31][CH3:32])[c:23]3[cH:24][cH:25][cH:26][cH:27][c:28]3[c:29]2[cH:30]1.